This data is from the Open Reaction Database (ORD), a public repository of structured organic reaction records. The task is: describe an organic reaction: reactants, conditions, products, and yield Reactants: Cl (HCl), [Si](C)(C)(C(C)(C)C)O[C@@H](CS[C@@H]1[C@H](N(C1=O)C1=CC=C(C=C1)I)C1=CC=C(OCC(=O)OC)C=C1)C1=CC=C(C=C1)F (Methyl {4-[(2R,3R)-3-{[(2R)-2-{[tert-butyl(dimethyl)silyl]oxy}-2-(4-fluorophenyl)ethyl]thio}-1-(4-iodophenyl)-4-oxoazetidin-2-yl]phenoxy}acetate), C(C#C)NS(=O)(=O)C (N-prop-2-yn-1-ylmethanesulfonamide), C(=O)([O-])[O-].[K+].[K+] (K2CO3). Reagents/catalysts: C=1C=CC(=CC1)[P](C=2C=CC=CC2)(C=3C=CC=CC3)[Pd]([P](C=4C=CC=CC4)(C=5C=CC=CC5)C=6C=CC=CC6)([P](C=7C=CC=CC7)(C=8C=CC=CC8)C=9C=CC=CC9)[P](C=1C=CC=CC1)(C=1C=CC=CC1)C=1C=CC=CC1 (Pd(PPh3)4), [Cu]I (CuI). Solvent: CCOC(=O)C (EtOAc), CC#N (MeCN), O (water). Run at temperature 50 celsius, time 2 hour. Product: [Si](C)(C)(C(C)(C)C)O[C@@H](CS[C@@H]1[C@H](N(C1=O)C1=CC=C(C=C1)C#CCNS(=O)(=O)C)C1=CC=C(OCC(=O)OC)C=C1)C1=CC=C(C=C1)F (Methyl {4-[(2R,3R)-3-{[(2R)-2-{[tert-butyl(dimethyl)silyl]oxy}-2-(4-fluorophenyl)ethyl]thio}-1-(4-{3-[(methylsulfonyl)amino]prop-1-yn-1-yl}phenyl)-4-oxoazetidin-2-yl]phenoxy}acetate). RXN SMILES: [Si:1]([O:8][C@H:9]([C:36]1[CH:41]=[CH:40][C:39]([F:42])=[CH:38][CH:37]=1)[CH2:10][S:11][C@H:12]1[C:15](=[O:16])[N:14]([C:17]2[CH:22]=[CH:21][C:20](I)=[CH:19][CH:18]=2)[C@@H:13]1[C:24]1[CH:35]=[CH:34][C:27]([O:28][CH2:29][C:30]([O:32][CH3:33])=[O:31])=[CH:26][CH:25]=1)([C:4]([CH3:7])([CH3:6])[CH3:5])([CH3:3])[CH3:2].[CH2:43]([NH:46][S:47]([CH3:50])(=[O:49])=[O:48])[C:44]#[CH:45].C([O-])([O-])=O.[K+].[K+].Cl>O.CC#N.C1C=CC([P]([Pd]([P](C2C=CC=CC=2)(C2C=CC=CC=2)C2C=CC=CC=2)([P](C2C=CC=CC=2)(C2C=CC=CC=2)C2C=CC=CC=2)[P](C2C=CC=CC=2)(C2C=CC=CC=2)C2C=CC=CC=2)(C2C=CC=CC=2)C2C=CC=CC=2)=CC=1.[Cu]I.CCOC(C)=O>[Si:1]([O:8][C@H:9]([C:36]1[CH:41]=[CH:40][C:39]([F:42])=[CH:38][CH:37]=1)[CH2:10][S:11][C@H:12]1[C:15](=[O:16])[N:14]([C:17]2[CH:22]=[CH:21][C:20]([C:45]#[C:44][CH2:43][NH:46][S:47]([CH3:50])(=[O:49])=[O:48])=[CH:19][CH:18]=2)[C@@H:13]1[C:24]1[CH:35]=[CH:34][C:27]([O:28][CH2:29][C:30]([O:32][CH3:33])=[O:31])=[CH:26][CH:25]=1)([C:4]([CH3:7])([CH3:6])[CH3:5])([CH3:3])[CH3:2] |f:2.3.4,^1:65,67,86,105|. Procedure details: Methyl {4-[(2R,3R)-3-{[(2R)-2-{[tert-butyl(dimethyl)silyl]oxy}-2-(4-fluorophenyl)ethyl]thio}-1-(4-iodophenyl)-4-oxoazetidin-2-yl]phenoxy}acetate (500 mg, 0.69 mmol) and N-prop-2-yn-1-ylmethanesulfonamide (150 mg, 1.13 mmol) were mixed in 15 ml water and 4 ml MeCN. K2CO3 (220 mg, 1.59 mmol), Pd(PPh3)4 (40 mg, 5 mol %) and CuI (13 mg, 10 mol %) were added. The solution was stirred at 50° C. for 2 h and at ambient temperature over night. EtOAc (20 ml) and 2 M HCl (1 ml) were added. The mixture was ... Starting materials: CC(NC(=O)OC(C)(C)C)c1ccc(Br)cc1, [Li]CCCC, C1CCOC1, CCN(CC)C(=O)C(F)(F)F. Yields the product CC(NC(=O)OC(C)(C)C)c1ccc(C(=O)C(F)(F)F)cc1. Reaction SMILES: [Br:1][c:2]1[cH:3][cH:4][c:5]([CH:8]([CH3:9])[NH:10][C:11]([O:12][C:13]([CH3:14])([CH3:15])[CH3:16])=[O:17])[cH:6][cH:7]1.[CH2:18]([Li:19])[CH2:20][CH2:21][CH3:22].[CH2:34]1[O:35][CH2:36][CH2:37][CH2:38]1.[F:23][C:24]([C:25](=[O:26])[N:27]([CH2:28][CH3:29])[CH2:30][CH3:31])([F:32])[F:33]>>[c:2]1([C:25]([C:24]([F:23])([F:32])[F:33])=[O:26])[cH:3][cH:4][c:5]([CH:8]([CH3:9])[NH:10][C:11]([O:12][C:13]([CH3:14])([CH3:15])[CH3:16])=[O:17])[cH:6][cH:7]1. The reactants are CC(C)CC(NC(=O)C(C)(C)NC(=O)OC(C)(C)C)C(=O)NC1Cc2cccc(N3CCCC3=O)c2N(Cc2ccsc2)C1=O, Cl, [Na+], C1CCOC1, [OH-]. Yields the product CC(C)CC(NC(=O)C(C)(C)N)C(=O)NC1Cc2cccc(N3CCCC3=O)c2N(Cc2ccsc2)C1=O. RXN SMILES: [CH3:2][C:3]([C:4](=[O:5])[NH:6][CH:7]([C:8]([NH:9][CH:10]1[C:11](=[O:32])[N:12]([CH2:26][c:27]2[cH:28][s:29][cH:30][cH:31]2)[c:13]2[c:14]([N:20]3[C:21](=[O:25])[CH2:22][CH2:23][CH2:24]3)[cH:15][cH:16][cH:17][c:18]2[CH2:19]1)=[O:33])[CH2:34][CH:35]([CH3:36])[CH3:37])([CH3:38])[NH:39][C:40](=[O:41])[O:42][C:43]([CH3:44])([CH3:45])[CH3:46].[ClH:1].[Na+:48].[O:49]1[CH2:50][CH2:51][CH2:52][CH2:53]1.[OH-:47]>>[CH3:2][C:3]([C:4](=[O:5])[NH:6][CH:7]([C:8]([NH:9][CH:10]1[C:11](=[O:32])[N:12]([CH2:26][c:27]2[cH:28][s:29][cH:30][cH:31]2)[c:13]2[c:14]([N:20]3[C:21](=[O:25])[CH2:22][CH2:23][CH2:24]3)[cH:15][cH:16][cH:17][c:18]2[CH2:19]1)=[O:33])[CH2:34][CH:35]([CH3:36])[CH3:37])([CH3:38])[NH2:39]. Starting materials: COC(=O)COc1cccc(-c2csc(-c3cc(C=NNC(=O)OC(C)(C)C)sc3C)n2)c1, [Na+], C1CCOC1, [OH-]. Yields the product Cc1sc(C=NNC(=O)OC(C)(C)C)cc1-c1nc(-c2cccc(OCC(=O)O)c2)cs1. As a reaction SMILES: [C:1]([CH3:2])([CH3:3])([CH3:4])[O:5][C:6](=[O:7])[NH:8][N:9]=[CH:10][c:11]1[cH:12][c:13](-[c:17]2[s:18][cH:19][c:20](-[c:22]3[cH:23][c:24]([O:25][CH2:26][C:27](=[O:28])[O:29][CH3:30])[cH:31][cH:32][cH:33]3)[n:21]2)[c:14]([CH3:16])[s:15]1.[Na+:35].[O:36]1[CH2:37][CH2:38][CH2:39][CH2:40]1.[OH-:34]>>[C:1]([CH3:2])([CH3:3])([CH3:4])[O:5][C:6](=[O:7])[NH:8][N:9]=[CH:10][c:11]1[cH:12][c:13](-[c:17]2[s:18][cH:19][c:20](-[c:22]3[cH:23][c:24]([O:25][CH2:26][C:27](=[O:28])[OH:29])[cH:31][cH:32][cH:33]3)[n:21]2)[c:14]([CH3:16])[s:15]1. Starting materials: CCOC(=O)Cc1nc(Cc2ccc(NC(=O)C(C)(C)C)cc2CSC(C)(C)C)no1, CO, [Li+], [OH-], O. Yields the product CC(C)(C)SCc1cc(NC(=O)C(C)(C)C)ccc1Cc1noc(CC(=O)O)n1. Reaction SMILES: [CH2:1]([CH3:2])[O:3][C:4]([CH2:5][c:6]1[n:7][c:8]([CH2:11][c:12]2[c:13]([CH2:25][S:26][C:27]([CH3:28])([CH3:29])[CH3:30])[cH:14][c:15]([NH:18][C:19]([C:20]([CH3:21])([CH3:22])[CH3:23])=[O:24])[cH:16][cH:17]2)[n:9][o:10]1)=[O:31].[CH3:34][OH:35].[Li+:33].[OH-:32].[OH2:36]>>[O:3]=[C:4]([CH2:5][c:6]1[n:7][c:8]([CH2:11][c:12]2[c:13]([CH2:25][S:26][C:27]([CH3:28])([CH3:29])[CH3:30])[cH:14][c:15]([NH:18][C:19]([C:20]([CH3:21])([CH3:22])[CH3:23])=[O:24])[cH:16][cH:17]2)[n:9][o:10]1)[OH:31]. Reactants: BrC1C=2C(=C3C(C=4C=CC(C5(C4C(C3=CC2CC(C1)O)=O)OCCO5)CC)=O)O (7-Bromo-9-(1,1-ethylenedioxy)ethyl-6,9-dihydroxy-5,7,8,9,10,12-hexahydronaphthacene-5,12-dione), CN(CCN)C (N,N-dimethylethylenediamine). Yields the product CN(CCNC1C=2C(=C3C(C=4C=CC(C5(C4C(C3=CC2CC(C1)O)=O)OCCO5)CC)=O)O)C (7-(2-dimethylaminoethyl)amino-9-(1,1-ethylenedioxy)ethyl-6,9-dihydroxy-5,7,8,9,10,12-hexahydronaphthacene-5,12-dione), crystals. RXN SMILES: Br[CH:2]1[CH2:19][CH:18]([OH:20])[CH2:17][C:16]2[CH:15]=[C:14]3[C:5]([C:6](=[O:28])[C:7]4[CH:8]=[CH:9][CH:10]([CH2:26][CH3:27])[C:11]5([O:25][CH2:24][CH2:23][O:22]5)[C:12]=4[C:13]3=[O:21])=[C:4]([OH:29])[C:3]1=2.[CH3:30][N:31]([CH3:35])[CH2:32][CH2:33][NH2:34]>>[CH3:30][N:31]([CH3:35])[CH2:32][CH2:33][NH:34][CH:2]1[CH2:19][CH:18]([OH:20])[CH2:17][C:16]2[CH:15]=[C:14]3[C:5]([C:6](=[O:28])[C:7]4[CH:8]=[CH:9][CH:10]([CH2:26][CH3:27])[C:11]5([O:25][CH2:24][CH2:23][O:22]5)[C:12]=4[C:13]3=[O:21])=[C:4]([OH:29])[C:3]1=2. Reported procedure: 7-Bromo-9-(1,1-ethylenedioxy)ethyl-6,9-dihydroxy-5,7,8,9,10,12-hexahydronaphthacene-5,12-dione (571 mg) prepared in the foregoing step and N,N-dimethylethylenediamine (10 ml) were subjected to reaction in a nitrogen stream while cooling with ice for 1 hour. Excess of the N,N-dimethylethylenediamine was eliminated by distillation under reduced pressure. The residue was dissolved in dichloromethane (2 ml) and ether (4 ml) was added thereto, whereby 7-(2-dimethylaminoethyl)amino-9-(1,1-ethylenediox... Reactants: Brc1nccs1, CC(C)(C)OC(=O)N1CC2CC1CN2, CC(=O)[O-], CC(=O)[O-], CCOC(C)=O, CC(C)(C)[O-], [Na+], C1COCCO1, O, [Pd+2]. The product is CC(C)(C)OC(=O)N1CC2CC1CN2c1nccs1. RXN SMILES: [Br:1][c:2]1[s:3][cH:4][cH:5][n:6]1.[C:13]([CH3:14])([CH3:15])([CH3:16])[O:17][C:18](=[O:19])[N:20]1[CH:21]2[CH2:22][NH:23][CH:24]([CH2:25]1)[CH2:26]2.[C:40]([O-:41])(=[O:42])[CH3:43].[C:45]([O-:46])(=[O:47])[CH3:48].[CH3:33][CH2:34][O:35][C:36](=[O:37])[CH3:38].[CH3:7][C:8]([CH3:9])([O-:10])[CH3:11].[Na+:12].[O:27]1[CH2:28][CH2:29][O:30][CH2:31][CH2:32]1.[OH2:39].[Pd+2:44]>>[c:2]1([N:23]2[CH2:22][CH:21]3[N:20]([C:18]([O:17][C:13]([CH3:14])([CH3:15])[CH3:16])=[O:19])[CH2:25][CH:24]2[CH2:26]3)[s:3][cH:4][cH:5][n:6]1. Reactants: O=C1N(C(C2=C(N1)C=C(S2)C2=CC=CC=C2)=O)C2CCN(CC2)C(=O)OC(C)(C)C (tert-butyl 4-(2,4-dioxo-6-phenyl-1,4-dihydrothieno[3,2-d]pyrimidin-3(2H)-yl)piperidine-1-carboxylate), ClCC=1N=C(OC1)CC (4-(chloromethyl)-2-ethyl-1,3-oxazole), ClCC=1N=C(OC1)CC (4-(chloromethyl)-2-ethyl-1,3-oxazole), C([O-])([O-])=O.[K+].[K+] (potassium carbonate). The solvent is CN(C)C=O (DMF). The product is C(C)C=1OC=C(N1)CN1C(N(C(C2=C1C=C(S2)C2=CC=CC=C2)=O)C2CCN(CC2)C(=O)OC(C)(C)C)=O (tert-butyl 4-{1-[(2-ethyl-1,3-oxazol-4-yl)methyl]-2,4-dioxo-6-phenyl-1,4-dihydrothieno[3,2-d]pyrimidin-3(2H)-yl}piperidine-1-carboxylate). RXN SMILES: [O:1]=[C:2]1[NH:7][C:6]2[CH:8]=[C:9]([C:11]3[CH:16]=[CH:15][CH:14]=[CH:13][CH:12]=3)[S:10][C:5]=2[C:4](=[O:17])[N:3]1[CH:18]1[CH2:23][CH2:22][N:21]([C:24]([O:26][C:27]([CH3:30])([CH3:29])[CH3:28])=[O:25])[CH2:20][CH2:19]1.Cl[CH2:32][C:33]1[N:34]=[C:35]([CH2:38][CH3:39])[O:36][CH:37]=1.C(=O)([O-])[O-].[K+].[K+]>CN(C=O)C>[CH2:38]([C:35]1[O:36][CH:37]=[C:33]([CH2:32][N:7]2[C:6]3[CH:8]=[C:9]([C:11]4[CH:16]=[CH:15][CH:14]=[CH:13][CH:12]=4)[S:10][C:5]=3[C:4](=[O:17])[N:3]([CH:18]3[CH2:23][CH2:22][N:21]([C:24]([O:26][C:27]([CH3:30])([CH3:29])[CH3:28])=[O:25])[CH2:20][CH2:19]3)[C:2]2=[O:1])[N:34]=1)[CH3:39] |f:2.3.4|. Reported procedure: According to GP1 tert-butyl 4-(2,4-dioxo-6-phenyl-1,4-dihydrothieno[3,2-d]pyrimidin-3(2H)-yl)piperidine-1-carboxylate (590 mg; compound B50) is reacted with 4-(chloromethyl)-2-ethyl-1,3-oxazole (200 mg; compound D15) in the presence of potassium carbonate (190 mg) in DMF (15 ml). Using WU2 the title compound is obtained after flash column chromatography [silica gel, eluent: cyclohexane/EtOAc, 3/2 (v/v)] as a solid. Reactants: BrC=1C=NC(=NC1)C=1C=C(C=CC1)CO ([3-(5-bromopyrimidin-2-yl)phenyl]methanol), C(C=C)NC(OC(C)(C)C)=O (tert-butyl N-allylcarbamate), C1(=CC=CC=C1)P(C1=CC=CC=C1)C1=CC=CC=C1 (triphenylphosphine), C(C)(=O)[O-].[K+] (potassium acetate). The reagents and catalysts are [Cl-].C(CCC)[N+](CCCC)(CCCC)CCCC (tetra-n-butylammonium chloride). Solvent: CN(C)C=O (DMF). Reaction conditions: temperature 80 celsius. Product: OCC=1C=C(C=CC1)C1=NC=C(C=N1)/C=C/CNC(OCCCC)=O (butyl {(E)-3-[2-(3-hydroxymethylphenyl)pyrimidin-5-yl]allyl}-carbamate). RXN SMILES: Br[C:2]1[CH:3]=[N:4][C:5]([C:8]2[CH:9]=[C:10]([CH2:14][OH:15])[CH:11]=[CH:12][CH:13]=2)=[N:6][CH:7]=1.[CH2:16]([NH:19][C:20](=[O:26])[O:21][C:22]([CH3:25])(C)C)[CH:17]=[CH2:18].[C:27]1(P(C2C=CC=CC=2)C2C=CC=CC=2)C=CC=C[CH:28]=1.C([O-])(=O)C.[K+]>CN(C=O)C.[Cl-].C([N+](CCCC)(CCCC)CCCC)CCC>[OH:15][CH2:14][C:10]1[CH:9]=[C:8]([C:5]2[N:4]=[CH:3][C:2](/[CH:18]=[CH:17]/[CH2:16][NH:19][C:20](=[O:26])[O:21][CH2:22][CH2:25][CH2:27][CH3:28])=[CH:7][N:6]=2)[CH:13]=[CH:12][CH:11]=1 |f:3.4,6.7|. Procedure details: 812 mg (3.06 mmol) of [3-(5-bromopyrimidin-2-yl)phenyl]methanol and 722 mg (4.59 mmol) of tert-butyl N-allylcarbamate are suspended in 16 ml of DMF, and 160 mg (0.61 mmol) of triphenylphosphine, 1.8 g (4.6 mmol) of potassium acetate and 1.28 g (4.59 mmol) of tetra-n-butylammonium chloride are added. The reaction mixture is degassed and flushed with argon, and 137 mg (0.0.61 mmol) of palladium(II) acetate are added under an argon atmosphere. The mixture is heated at 80° C. for 2 h. After cooling,...